From a dataset of the Open Reaction Database (ORD), a public repository of structured organic reaction records. describe an organic reaction: reactants, conditions, products, and yield The reactants are ketone, N1CCCC1 (pyrrolidine), B(F)(F)F.CCOCC (boron trifluoride etherate), C1(=CC=CC=C1)C (toluene), O (water), 4A. Yields the product C1=C(C=CC=2OC3=C(C21)C=CC=C3)C(=CC)N3CCCC3 (1-[1-(2-dibenzofuranyl)-1-propenyl] pyrrolidine). Yield: 34.0%. RXN SMILES: [NH:1]1[CH2:5][CH2:4][CH2:3][CH2:2]1.B(F)(F)F.[CH3:10][CH2:11][O:12][CH2:13][CH3:14].O.[C:16]1([CH3:22])[CH:21]=[CH:20][CH:19]=[CH:18][CH:17]=1>>[CH:21]1[C:20]2[C:14]3[CH:2]=[CH:3][CH:4]=[CH:5][C:13]=3[O:12][C:11]=2[CH:10]=[CH:22][C:16]=1[C:17]([N:1]1[CH2:5][CH2:4][CH2:3][CH2:2]1)=[CH:18][CH3:19] |f:1.2|. Procedure details: In 100 ml of toluene, 2 g of the starting ketone, 2.12 g of pyrrolidine and 0.14 g of boron trifluoride etherate were dissolved. The mixture was refluxed for 47 hours under argon atmosphere using a Cope water separator and molecular sieve 4A as the dehydrating agent. After having distilled out the solvent, the residue was subjected to a distillation under a reduced pressure to obtain 0.95 g of the desired enamine (yield: 34%). The reactants are OC=1C=2C=3C=C(C=CC3SC2N=CN1)CC(=O)OCC (ethyl 2-[3-hydroxy-8-thia-4,6-diazatricyclo[7.4.0.0^[2,7]]trideca-1(9),2(7),3,5,10,12-hexaen-12-yl]acetate), O=P(Cl)(Cl)Cl (POCl3). Product: ClC=1C=2C=3C=C(C=CC3SC2N=CN1)CC(=O)OCC (ethyl 2-[3-chloro-8-thia-4,6-diazatricyclo[7.4.0.0^[2,7]]trideca-1(9),2(7),3,5,10,12-hexaen-12-yl]acetate). Isolated yield 72.0%. Reaction SMILES: O[C:2]1[C:3]2[C:4]3[CH:5]=[C:6]([CH2:15][C:16]([O:18][CH2:19][CH3:20])=[O:17])[CH:7]=[CH:8][C:9]=3[S:10][C:11]=2[N:12]=[CH:13][N:14]=1.O=P(Cl)(Cl)[Cl:23]>>[Cl:23][C:2]1[C:3]2[C:4]3[CH:5]=[C:6]([CH2:15][C:16]([O:18][CH2:19][CH3:20])=[O:17])[CH:7]=[CH:8][C:9]=3[S:10][C:11]=2[N:12]=[CH:13][N:14]=1. Reported procedure: A solution of ethyl 2-[3-hydroxy-8-thia-4,6-diazatricyclo[7.4.0.0^[2,7]]trideca-1(9),2(7),3,5,10,12-hexaen-12-yl]acetate (2.10 g, 7.28 mmol, 1.00 equiv) in POCl3 (23 mL) was stirred for 1 h at 90° C. in an oil bath. The reaction mixture was cooled to room temperature and concentrated under reduced pressure. The residue dissolved in EtOAc was poured into a cooled saturated aqueous sodium bicarbonate, extracted with ethyl acetate. The combined organic layers were washed with brine, dried over sodi... The yield is 65.4%. Procedure details: A solution of 200 mg (0.65 mmol) (S)-7-amino-5-(2,2,2-trifluoro-ethyl)-5H,7H-dibenzo[b,d]azepin-6-one and 150 mg (0.65 mmol) (RS)-2-hydroxy-2-methyl-N-(3,3,3-trifluoro-propyl)-malonamic acid in 7 ml tetrahydrofuran were cooled to 0° C. and 102 mg (0.65 mmol) 1-hydroxy-benzotriazole hydrate, 228 μl (1.31 mmol) diisopropylethylamine and 128 mg (0.65 mmol) N-(3-dimethylaminopropyl)-N′-ethyl-carbodiimide hydrochloride were added. Stirring was continued overnight at room temperature. Removal of the s... The product is OC(C(=O)N[C@H]1C2=C(C3=C(N(C1=O)CC(F)(F)F)C=CC=C3)C=CC=C2)(C(=O)NCCC(F)(F)F)C ((R/S)-2-hydroxy-2-methyl-N-[(S)-6-oxo-5-(2,2,2-trifluoro-ethyl)-6,7-dihydro-5H-dibenzo[b,d]azepin-7-yl]-N′-(3,3,3-trifluoro-propyl)-malonamide). Reaction conditions: time 8 hour. Solvent: O1CCCC1 (tetrahydrofuran). Starting materials: N[C@H]1C2=C(C3=C(N(C1=O)CC(F)(F)F)C=CC=C3)C=CC=C2 ((S)-7-amino-5-(2,2,2-trifluoro-ethyl)-5H,7H-dibenzo[b,d]azepin-6-one), OC(C(=O)O)(C(=O)NCCC(F)(F)F)C ((RS)-2-hydroxy-2-methyl-N-(3,3,3-trifluoro-propyl)-malonamic acid), O.ON1N=NC2=C1C=CC=C2 (1-hydroxy-benzotriazole hydrate), C(C)(C)N(CC)C(C)C (diisopropylethylamine), Cl.CN(CCCN=C=NCC)C (N-(3-dimethylaminopropyl)-N′-ethyl-carbodiimide hydrochloride). Reaction SMILES: [NH2:1][C@@H:2]1[C:8](=[O:9])[N:7]([CH2:10][C:11]([F:14])([F:13])[F:12])[C:6]2[CH:15]=[CH:16][CH:17]=[CH:18][C:5]=2[C:4]2[CH:19]=[CH:20][CH:21]=[CH:22][C:3]1=2.[OH:23][C:24]([CH3:37])([C:28]([NH:30][CH2:31][CH2:32][C:33]([F:36])([F:35])[F:34])=[O:29])[C:25](O)=[O:26].O.ON1C2C=CC=CC=2N=N1.C(N(C(C)C)CC)(C)C.Cl.CN(C)CCCN=C=NCC>O1CCCC1>[OH:23][C:24]([CH3:37])([C:28]([NH:30][CH2:31][CH2:32][C:33]([F:34])([F:35])[F:36])=[O:29])[C:25]([NH:1][C@@H:2]1[C:8](=[O:9])[N:7]([CH2:10][C:11]([F:14])([F:12])[F:13])[C:6]2[CH:15]=[CH:16][CH:17]=[CH:18][C:5]=2[C:4]2[CH:19]=[CH:20][CH:21]=[CH:22][C:3]1=2)=[O:26] |f:2.3,5.6|.